Dataset: the Open Reaction Database (ORD), a public repository of structured organic reaction records. Task: describe an organic reaction: reactants, conditions, products, and yield Starting materials: compound, ClC1=NC=NC2=CC=C(C=C12)O (4-chloro-6-hydroxy-quinazoline), FC1=C(C(=CC=C1)S(=O)(=O)C)F (1,2-difluoro-3-(methylsulfonyl)benzene), NC1=NC=C(N=C1)Cl (2-amino-5-chloropyrazine). Yields the product ClC=1N=CC(=NC1)NC1=NC=NC2=CC=C(C=C12)OC1=C(C=CC=C1S(=O)(=O)C)F (N-(5-Chloropyrazin-2-yl)-6-[2-fluoro-6-(methylsulfonyl)phenoxy]quinazolin-4-yl-amine). As a reaction SMILES: [F:1][C:2]1[CH:7]=[CH:6][CH:5]=[C:4]([S:8]([CH3:11])(=[O:10])=[O:9])[C:3]=1F.[NH2:13][C:14]1[CH:19]=[N:18][C:17]([Cl:20])=[CH:16][N:15]=1.Cl[C:22]1[C:31]2[C:26](=[CH:27][CH:28]=[C:29]([OH:32])[CH:30]=2)[N:25]=[CH:24][N:23]=1>>[Cl:20][C:17]1[N:18]=[CH:19][C:14]([NH:13][C:22]2[C:31]3[C:26](=[CH:27][CH:28]=[C:29]([O:32][C:3]4[C:4]([S:8]([CH3:11])(=[O:10])=[O:9])=[CH:5][CH:6]=[CH:7][C:2]=4[F:1])[CH:30]=3)[N:25]=[CH:24][N:23]=2)=[N:15][CH:16]=1. Reported procedure: The compound of Example 144 was manufactured by the same method as in Example 95, by a similar method thereto or by a combination of such a method with a conventional method using 1,2-difluoro-3-(methylsulfonyl)benzene, 2-amino-5-chloropyrazine and 4-chloro-6-hydroxy-quinazoline. Yields the product Cc1ccc(O)c(C(CC[N+]2(C)CCCC2)c2ccccc2)c1, [I-]. The reactants are CI, CC(C)=O, Cc1ccc(O)c(C(CCN2CCCC2)c2ccccc2)c1. RXN SMILES: [CH3:1][I:2].[CH3:25][C:26](=[O:27])[CH3:28].[CH3:3][c:4]1[cH:5][c:6]([CH:11]([CH2:12][CH2:13][N:14]2[CH2:15][CH2:16][CH2:17][CH2:18]2)[c:19]2[cH:20][cH:21][cH:22][cH:23][cH:24]2)[c:7]([OH:10])[cH:8][cH:9]1>>[CH3:1][N+:14]1([CH2:13][CH2:12][CH:11]([c:6]2[cH:5][c:4]([CH3:3])[cH:9][cH:8][c:7]2[OH:10])[c:19]2[cH:20][cH:21][cH:22][cH:23][cH:24]2)[CH2:15][CH2:16][CH2:17][CH2:18]1.[I-:2]. Starting materials: [Cl-].[NH4+] (ammonium chloride), BrC1=C(C=C(C(=O)NC2[C@]3(CC[C@@H](C2(C)C)C3)C)C=C1)S(=O)(=O)N1CCOCC1 (4-bromo-3-(morpholinosulfonyl)-N-((1S,4R)-1,3,3-trimethylbicyclo-[2.2.1]heptan-2-yl)benzamide), C1(=CC=CC=C1)P(C1=CC=CC=C1)C1=CC=CC=C1 (triphenylphosphine), C(C)NCC (N-ethylethanamine), CN(C=O)C (N,N-dimethylformamide). Reagents/catalysts: Cl[Pd]([P](C1=CC=CC=C1)(C2=CC=CC=C2)C3=CC=CC=C3)([P](C4=CC=CC=C4)(C5=CC=CC=C5)C6=CC=CC=C6)Cl (bis(triphenylphosphine)-palladium(II) chloride), [Cu]I (copper(I) iodide). Reaction conditions: temperature 125 celsius. Product: COCC#CC1=C(C=C(C(=O)NC2[C@]3(CC[C@@H](C2(C)C)C3)C)C=C1)S(=O)(=O)N1CCOCC1 (4-(3-methoxyprop-1-ynyl)-3-(morpholinosulfonyl)-N-((1S,4R)-1,3,3-trimethylbicyclo[2.2.1]heptan-2-yl)benzamide). Yield: 60.0%. As a reaction SMILES: Br[C:2]1[CH:20]=[CH:19][C:5]([C:6]([NH:8][CH:9]2[C:14]([CH3:16])([CH3:15])[C@H:13]3[CH2:17][C@:10]2([CH3:18])[CH2:11][CH2:12]3)=[O:7])=[CH:4][C:3]=1[S:21]([N:24]1[CH2:29][CH2:28][O:27][CH2:26][CH2:25]1)(=[O:23])=[O:22].[C:30]1(P(C2C=CC=CC=2)C2C=CC=CC=2)[CH:35]=CC=C[CH:31]=1.C(NCC)C.[Cl-].[NH4+].CN(C)[CH:58]=[O:59]>Cl[Pd](Cl)([P](C1C=CC=CC=1)(C1C=CC=CC=1)C1C=CC=CC=1)[P](C1C=CC=CC=1)(C1C=CC=CC=1)C1C=CC=CC=1.[Cu]I>[CH3:58][O:59][CH2:31][C:30]#[C:35][C:2]1[CH:20]=[CH:19][C:5]([C:6]([NH:8][CH:9]2[C:14]([CH3:16])([CH3:15])[C@H:13]3[CH2:17][C@:10]2([CH3:18])[CH2:11][CH2:12]3)=[O:7])=[CH:4][C:3]=1[S:21]([N:24]1[CH2:29][CH2:28][O:27][CH2:26][CH2:25]1)(=[O:23])=[O:22] |f:3.4,^1:63,82|. Procedure: A solution of 4-bromo-3-(morpholinosulfonyl)-N-((1S,4R)-1,3,3-trimethylbicyclo-[2.2.1]heptan-2-yl)benzamide 91 (400 mg, 0.8 mmol), bis(triphenylphosphine)-palladium(II) chloride (30 mg, 0.04 mmol), triphenylphosphine (39.7 mg, 0.151 mmol), copper(I) iodide (9 mg, 0.04 mmol), N-ethylethanamine (1.18 mL, 11.4 mmol) in N,N-dimethylformamide (1 mL) was degassed with nitrogen and sonicated. The reaction mixture was heated in the microwave at 125° C. for 25 minutes. The reaction mixture was poured int... Reactants: FC(CCC(=COC)C=1C=CC(=NC1)C1=CC=C(C=C1)C(F)(F)F)(F)F (5-(4,4,4-trifluoro-1-methoxymethylene-butyl)-2-(4-trifluoromethyl-phenyl)-pyridine), O1CCCC1 (tetrahydrofuran), Cl (hydrochloric acid), [OH-].[Na+] (NaOH). Solvent: C(C)OCC (diethyl ether). Yields the product FC(CCC(C=O)C=1C=NC(=CC1)C1=CC=C(C=C1)C(F)(F)F)(F)F (5,5,5-trifluoro-2-[6-(4-trifluoromethyl-phenyl)-pyridin-3-yl]-pentanal). Yield: 91.7%. As a reaction SMILES: [F:1][C:2]([F:26])([F:25])[CH2:3][CH2:4][C:5]([C:9]1[CH:10]=[CH:11][C:12]([C:15]2[CH:20]=[CH:19][C:18]([C:21]([F:24])([F:23])[F:22])=[CH:17][CH:16]=2)=[N:13][CH:14]=1)=[CH:6][O:7]C.O1CCCC1.Cl.[OH-].[Na+]>C(OCC)C>[F:26][C:2]([F:1])([F:25])[CH2:3][CH2:4][CH:5]([C:9]1[CH:14]=[N:13][C:12]([C:15]2[CH:20]=[CH:19][C:18]([C:21]([F:22])([F:23])[F:24])=[CH:17][CH:16]=2)=[CH:11][CH:10]=1)[CH:6]=[O:7] |f:3.4|. Procedure details: A solution of 5-(4,4,4-trifluoro-1-methoxymethylene-butyl)-2-(4-trifluoromethyl-phenyl)-pyridine (4.1 g, 10.9 mmol) and tetrahydrofuran (50 mL) is treated with concentrated hydrochloric acid (5 mL) and heated to reflux under nitrogen. The reaction is monitored by HPLC and allowed to cool upon completion. The solution is neutralized with 20% NaOH solution and diluted with diethyl ether. The two phases are separated and the organic layer washed with brine and water. The organic layer is dried over... The reactants are ClC1=C2N=CN=C2N=CN1 (6-chloro-1H-purine), C([O-])([O-])=O.[K+].[K+] (potassium carbonate), ClCOCC[Si](C)(C)C (1-(chloromethoxy)-2-(trimethylsilyl)ethane). Run in CN(C)C=O (DMF). Reaction conditions: time 9 hour. Product: 115, ClC1=C2N=CN=C2N(CN1)COCC[Si](C)(C)C (6-chloro-3-[(2-trimethylsilylethoxy) methyl]-1H-purine). Yield: 13.9%. RXN SMILES: [Cl:1][C:2]1[NH:10][CH:9]=[N:8][C:7]2[C:3]=1[N:4]=[CH:5][N:6]=2.C(=O)([O-])[O-].[K+].[K+].Cl[CH2:18][O:19][CH2:20][CH2:21][Si:22]([CH3:25])([CH3:24])[CH3:23]>CN(C=O)C>[Cl:1][C:2]1[NH:10][CH2:9][N:8]([CH2:18][O:19][CH2:20][CH2:21][Si:22]([CH3:25])([CH3:24])[CH3:23])[C:7]2[C:3]=1[N:4]=[CH:5][N:6]=2 |f:1.2.3|. Procedure: A solution of 0.31 g (2.0 mmol) of 6-chloro-1H-purine and 0.83 g (6.0 mmol) of potassium carbonate in 15 mL of DMF was stirred at 25° C. for 20 min. under argon. To it, 0.53 mL (3.0 mmol) of 1-(chloromethoxy)-2-(trimethylsilyl)ethane (SEM-Cl) was added via syringe, the solution was stirred for 9 h, filtered through Celite, and the filtrate was diluted with diethyl ether, washed with water, and brine, dried (MgSO4), concentrated, and column chromatographed on silica gel using a gradient mixture o... The reactants are [H-].[Na+] (NaH), C1(=CC=C(C=C1)S(=O)(=O)OCC1C(CC(CC1)CCC)CCC(C#N)CCC)C (2-[2-(2-p-toluenesulfonyloxymethyl-5-propylcyclohexyl)-ethyl]-valeronitrile), O1C(CCCC1)OCC1=CC=C(C=C1)CCC (p-propylbenzyl 2-tetrahydropyranyl ether), C(CC)C1C(=O)OC(C1)=O.[Al+3].[Cl-].[Cl-].[Cl-] (2-propylsuccinic anhydride AlCl3). Yields the product O1C(CCCC1)OCC1=C(C(=O)CC(C(=O)O)CCC)C=C(C=C1)CCC (2-(2-tetrahydropyranyloxymethyl-5-propyl-benzoylmethyl)-valeric acid), O1C(CCCC1)OCC1C(CC(CC1)CCC)CCC(C(=O)O)CCC (2-[2-(2-tetrahydropyranyloxymethyl-5-propylcyclohexyl)-ethyl]-valeric acid), O=S(Cl)Cl (SOCl2), N (NH3). Reaction SMILES: [H-].[Na+].C1(C)C=CC([S:9]([O:12]CC2CCC(CCC)CC2CCC(CCC)C#[N:27])(=O)=O)=CC=1.[O:32]1[CH2:37][CH2:36][CH2:35][CH2:34][CH:33]1[O:38][CH2:39][C:40]1[CH:45]=[CH:44][C:43]([CH2:46][CH2:47][CH3:48])=[CH:42][CH:41]=1.[CH2:49]([CH:52]1[CH2:57][C:56](=[O:58])[O:55][C:53]1=[O:54])[CH2:50][CH3:51].[Al+3].[Cl-:60].[Cl-:61].[Cl-]>>[O:32]1[CH2:37][CH2:36][CH2:35][CH2:34][CH:33]1[O:38][CH2:39][C:40]1[CH:41]=[CH:42][C:43]([CH2:46][CH2:47][CH3:48])=[CH:44][C:45]=1[C:56]([CH2:57][CH:52]([CH2:49][CH2:50][CH3:51])[C:53]([OH:55])=[O:54])=[O:58].[O:32]1[CH2:37][CH2:36][CH2:35][CH2:34][CH:33]1[O:38][CH2:39][CH:40]1[CH2:41][CH2:42][CH:43]([CH2:46][CH2:47][CH3:48])[CH2:44][CH:45]1[CH2:56][CH2:57][CH:52]([CH2:49][CH2:50][CH3:51])[C:53]([OH:55])=[O:54].[O:12]=[S:9]([Cl:61])[Cl:60].[NH3:27] |f:0.1,4.5.6.7.8|. Reported procedure: 6 g of NaH (50% in paraffin) are added to a solution of 41.9 g of 2-[2-(2-p-toluenesulfonyloxymethyl-5-propylcyclohexyl)-ethyl]-valeronitrile (obtainable by reaction of p-propylbenzyl 2-tetrahydropyranyl ether with 2-propylsuccinic anhydride/AlCl3 to give 2-(2-tetrahydropyranyloxymethyl-5-propyl-benzoylmethyl)-valeric acid, hydrogenation to 2-[2-(2-tetrahydropyranyloxymethyl-5-propylcyclohexyl)-ethyl]-valeric acid, successive reactions with SOCl2 and NH3 to give 2-[2-(2-hydroxymethyl-5-propylcyc... Starting materials: CI (Methyl iodide), C(C1=CC=CC=C1)N(CCC1=CNC2=CC=CC=C12)CC1=CC=CC=C1 (N,N-dibenzyl-tryptamine), CN(C)C=O (DMF), [H-].[Na+] (NaH). The solvent is O (Water). Conditions: time 15 minute. The product is CN1C=C(CCN(CC2=CC=CC=C2)CC2=CC=CC=C2)C2=CC=CC=C12 (1-Methyl-N,N-dibenzyl-tryptamine). RXN SMILES: [CH2:1]([N:8]([CH2:20][C:21]1[CH:26]=[CH:25][CH:24]=[CH:23][CH:22]=1)[CH2:9][CH2:10][C:11]1[C:19]2[C:14](=[CH:15][CH:16]=[CH:17][CH:18]=2)[NH:13][CH:12]=1)[C:2]1[CH:7]=[CH:6][CH:5]=[CH:4][CH:3]=1.[CH3:27]N(C=O)C.[H-].[Na+].CI>O>[CH3:27][N:13]1[C:14]2[C:19](=[CH:18][CH:17]=[CH:16][CH:15]=2)[C:11]([CH2:10][CH2:9][N:8]([CH2:1][C:2]2[CH:3]=[CH:4][CH:5]=[CH:6][CH:7]=2)[CH2:20][C:21]2[CH:26]=[CH:25][CH:24]=[CH:23][CH:22]=2)=[CH:12]1 |f:2.3|. Reported procedure: N,N-dibenzyl-tryptamine (1.72 g) was added to an anhydrous DMF solution containing 0.24 g of NaH (60% nujol) and the mixture was stirred for 15 minutes. Methyl iodide (0.31 ml) was added and the mixture was stirred for one hour. Water was added and the solvent was evaporated off. The residue to which water was added was extracted with IPE, the extract was washed with water and the brine and dried over magnesium sulfate. The crude product was purified by column chromatography on silica gel. Eluat... The reactants are C(N)(=O)C1(CC(=O)O)CO1 (3-carbamoyl-3,4-epoxybutyric acid), [C-]#N.[Na+] (NaCN), Cl (HCl), [OH-].[Na+] (NaOH). The solvent is O (water), O (water). Reaction conditions: time 27 hour. The product is C(N)(=O)C(CC(=O)O)(CC#N)O (3-carbamoyl-3-hydroxy-4-cyanobutyric acid). Isolated yield 101.0%. Reaction SMILES: [C:1]([C:4]1([O:10][CH2:9]1)[CH2:5][C:6]([OH:8])=[O:7])(=[O:3])[NH2:2].[OH-].[Na+].[C-:13]#[N:14].[Na+].Cl>O>[C:1]([C:4]([OH:10])([CH2:9][C:13]#[N:14])[CH2:5][C:6]([OH:8])=[O:7])(=[O:3])[NH2:2] |f:1.2,3.4|. Procedure: 43.5 g (0.3 mol) of the 3-carbamoyl-3,4-epoxybutyric acid was placed in 150 ml of water and 50.2 ml of 5.98 M NaOH solution (0.3 mol) added at 15°C. The pH of the solution was 12.07. 16.2 g of NaCN (0.33 mol) dissolved in 50 ml of water was then added at 15°C. The pH changed to 12.28. The temperature was then raised to 33°-35°C over about 10 min. 6.73 N HCl (approximately 0.3 mol) was then added slowly to maintain the pH at 11. After 27 hrs the solution was assayed by NMR analysis and showed a 1...